Dataset: the Open Reaction Database (ORD), a public repository of structured organic reaction records. Task: describe an organic reaction: reactants, conditions, products, and yield The reactants are O=C1CCC=2C(=NC(=C(N2)C2=CC=C(C=C2)C)C2=CC=C(C=C2)C)N1CCCCCCC(=O)O (7-(6-oxo-2,3-dip-tolyl-7,8-dihydropyrido[2,3-b]pyrazin-5(6H)-yl)heptanoic acid), C[Si](C)(C)[N-][Si](C)(C)C.[Li+] (lithium bis trimethylsilylamide), CC1([C@@H]2CCC13CS(=O)(=O)N4[C@@]3(C2(Cl)Cl)O4)C ((+)-(8,8-dichlorocamphorylsulfonyl)oxaziridine), resultant solution. The solvent is C1CCOC1 (THF), C1CCOC1 (THF), C1CCOC1 (THF). Run at temperature -10 celsius. Product: OC1CC=2C(=NC(=C(N2)C2=CC=C(C=C2)C)C2=CC=C(C=C2)C)N(C1=O)CCCCCCC(=O)O (7-(7-Hydroxy-6-oxo-2,3-dip-tolyl-7,8-dihydropyrido[2,3-b]pyrazin-5(6H)-yl)heptanoic acid). Reaction SMILES: [O:1]=[C:2]1[N:25]([CH2:26][CH2:27][CH2:28][CH2:29][CH2:30][CH2:31][C:32]([OH:34])=[O:33])[C:6]2=[N:7][C:8]([C:18]3[CH:23]=[CH:22][C:21]([CH3:24])=[CH:20][CH:19]=3)=[C:9]([C:11]3[CH:16]=[CH:15][C:14]([CH3:17])=[CH:13][CH:12]=3)[N:10]=[C:5]2[CH2:4][CH2:3]1.C[Si]([N-][Si](C)(C)C)(C)C.[Li+].CC1(C)C23[C@@]4(ON4S(=O)(=[O:53])C2)C(Cl)(Cl)[C@H]1CC3>C1COCC1>[OH:53][CH:3]1[C:2](=[O:1])[N:25]([CH2:26][CH2:27][CH2:28][CH2:29][CH2:30][CH2:31][C:32]([OH:34])=[O:33])[C:6]2=[N:7][C:8]([C:18]3[CH:23]=[CH:22][C:21]([CH3:24])=[CH:20][CH:19]=3)=[C:9]([C:11]3[CH:12]=[CH:13][C:14]([CH3:17])=[CH:15][CH:16]=3)[N:10]=[C:5]2[CH2:4]1 |f:1.2|. Procedure: To a solution of 7-(6-oxo-2,3-dip-tolyl-7,8-dihydropyrido[2,3-b]pyrazin-5(6H)-yl)heptanoic acid (Ex. 12.1) (100 mg, 0.219 mmol) in THF (2 ml), under a nitrogen atmosphere at −78° C., was treated dropwise with 1M lithium bis trimethylsilylamide in THF (0.5 ml, 0.500 mmol). Once the addition was complete, the mixture was stirred at −78° C. for 1 hour before a solution of (+)-(8,8-dichlorocamphorylsulfonyl)oxaziridine (78 mg, 0.262 mmol) in THF (2 ml) was added. The resultant solution was stirred a...